This data is from the Open Reaction Database (ORD), a public repository of structured organic reaction records. The task is: describe an organic reaction: reactants, conditions, products, and yield Reaction conditions: time 2 hour. Reactants: BrCC1=CC2=C(N=C(N=C2)SC)N(C1=O)C1CCCC1 (6-Bromomethyl-8-cyclopentyl-2-methylsulfanyl-8H-pyrido[2,3-d]pyrimidin-7-one), C([O-])([O-])=O.[K+].[K+] (potassium carbonate), COCCO (2-methoxyethanol). RXN SMILES: Br[CH2:2][C:3]1[C:14](=[O:15])[N:13]([CH:16]2[CH2:20][CH2:19][CH2:18][CH2:17]2)[C:6]2[N:7]=[C:8]([S:11][CH3:12])[N:9]=[CH:10][C:5]=2[CH:4]=1.C(=O)([O-])[O-].[K+].[K+].[CH3:27][O:28][CH2:29][CH2:30][OH:31]>>[CH:16]1([N:13]2[C:6]3[N:7]=[C:8]([S:11][CH3:12])[N:9]=[CH:10][C:5]=3[CH:4]=[C:3]([CH2:2][O:31][CH2:30][CH2:29][O:28][CH3:27])[C:14]2=[O:15])[CH2:20][CH2:19][CH2:18][CH2:17]1 |f:1.2.3|. Product: C1(CCCC1)N1C(C(=CC2=C1N=C(N=C2)SC)COCCOC)=O (8-cyclopentyl-6-(2-methoxy-ethoxymethyl)-2-methylsulfanyl-8H-pyrido[2,3-d]pyrimidin-7-one), solid. Yield: 76.3%. Procedure: 6-Bromomethyl-8-cyclopentyl-2-methylsulfanyl-8H-pyrido[2,3-d]pyrimidin-7-one (1.33 g, 3.75 mmol) was dissolved in 2-methoxyethanol (10 mL) to which potassium carbonate (0.778 g, 5.63 mmol) was added and the mixture was stirred at room temperature for 2 hours. The reaction mixture was then filtered and the salts washed with ethyl acetate. The combined organics were evaporated to give 8-cyclopentyl-6-(2-methoxy-ethoxymethyl)-2-methylsulfanyl-8H-pyrido[2,3-d]pyrimidin-7-one as a waxy solid (1.00 g,... Reactants: BrC=1C=C(SC1)CN(C)C (1-(4-bromo-2-thienyl)-N,N-dimethylmethanamine), C(C)(C)OB(OC(C)C)OC(C)C (tri-isopropylborate), [Li]CCCC (nBuLi), CCCCCC (hexane). Solvent: C1CCOC1 (THF). Run at temperature -78 celsius, time 6.5 hour. Yields the product CN(C)CC1=CC(=CS1)B(OC(C)C)OC(C)C (Diisopropyl {5-[(dimethylamino)methyl]-3-thienyl}boronate). As a reaction SMILES: Br[C:2]1[CH:3]=[C:4]([CH2:7][N:8]([CH3:10])[CH3:9])[S:5][CH:6]=1.[CH:11]([O:14][B:15](OC(C)C)[O:16][CH:17]([CH3:19])[CH3:18])([CH3:13])[CH3:12].[Li]CCCC.CCCCCC>C1COCC1>[CH3:9][N:8]([CH2:7][C:4]1[S:5][CH:6]=[C:2]([B:15]([O:16][CH:17]([CH3:19])[CH3:18])[O:14][CH:11]([CH3:13])[CH3:12])[CH:3]=1)[CH3:10]. Reported procedure: To a solution of 1-(4-bromo-2-thienyl)-N,N-dimethylmethanamine (2.8 g, 12.8 mmol) in THF (130 mL) at −78° C. under N2 was added tri-isopropylborate (4.4 mL, 19.2 mmol). The reaction mixture was stirred briefly before nBuLi (12 mL of a 1.6 M hexane solution) was added dropwise via syringe. The reaction mixture then stirred for 6.5 h at −78° C. before being concentrated by rotary evaporation. The resulting white solid was used without further purification.